Dataset: the Open Reaction Database (ORD), a public repository of structured organic reaction records. Task: describe an organic reaction: reactants, conditions, products, and yield The reactants are C(C)OC(C)=O (ethylacetate), N1C=CC2=CC=CC=C12 (1H-Indole), O=P(Cl)(Cl)Cl (POCl3). Run in CCCCCC (hexane), CN(C)C=O (DMF), CN(C)C=O (DMF). Conditions: time 1 hour. The product is N1C=C(C2=CC=CC=C12)C=O (1H-Indole-3-carbaldehyde). The yield is 94.0%. RXN SMILES: [NH:1]1[C:9]2[C:4](=[CH:5][CH:6]=[CH:7][CH:8]=2)[CH:3]=[CH:2]1.O=P(Cl)(Cl)Cl.[CH2:15]([O:17]C(=O)C)C>CN(C=O)C.CCCCCC>[NH:1]1[C:9]2[C:4](=[CH:5][CH:6]=[CH:7][CH:8]=2)[C:3]([CH:15]=[O:17])=[CH:2]1. Reported procedure: 1H-Indole (10 g, 85.360 mmol) in DMF (10 mL) was added dropwise to a stirred solution of POCl3 (8.67 mL, 93.896 mmol) in DMF over a period of 10 minutes at 0° C. The resulting mixture was stirred at room temperature for 1 hour. The reaction was monitored by TLC (40% ethylacetate in hexane). The reaction mixture was quenched with chilled water, followed by the addition of aqueous NaOH solution and refluxed at 100° C. for 15 minutes. The reaction mixture was cooled to room temperature and maintain... Reactants: FC(CNC1CCC2=C(CC1)C=C(C=C2)N)F (N*7*-(2,2-Difluoro-ethyl)-6,7,8,9-tetrahydro-5H-benzocycloheptene-2,7-diamine), ClC1=NC=C(C(=N1)NC1=C(C=C(C=C1)N1CCOCC1)OC)Cl ((2,5-Dichloro-pyrimidin-4-yl)-(2-methoxy-4-morpholin-4-yl-phenyl)-amine). The product is ClC=1C(=NC(=NC1)NC=1C=CC2=C(CCC(CC2)NCC(F)F)C1)NC1=C(C=C(C=C1)N1CCOCC1)OC (5-Chloro-N*2*-[7-(2,2-difluoro-ethylamino)-6,7,8,9-tetrahydro-5H-benzocyclohepten-2-yl]-N*4*-(2-methoxy-4-morpholin-4-yl-phenyl)-pyrimidine-2,4-diamine). Yield: 63.0%. Reaction SMILES: [F:1][CH:2]([F:17])[CH2:3][NH:4][CH:5]1[CH2:11][CH2:10][C:9]2[CH:12]=[C:13]([NH2:16])[CH:14]=[CH:15][C:8]=2[CH2:7][CH2:6]1.Cl[C:19]1[N:24]=[C:23]([NH:25][C:26]2[CH:31]=[CH:30][C:29]([N:32]3[CH2:37][CH2:36][O:35][CH2:34][CH2:33]3)=[CH:28][C:27]=2[O:38][CH3:39])[C:22]([Cl:40])=[CH:21][N:20]=1>>[Cl:40][C:22]1[C:23]([NH:25][C:26]2[CH:31]=[CH:30][C:29]([N:32]3[CH2:33][CH2:34][O:35][CH2:36][CH2:37]3)=[CH:28][C:27]=2[O:38][CH3:39])=[N:24][C:19]([NH:16][C:13]2[CH:14]=[CH:15][C:8]3[CH2:7][CH2:6][CH:5]([NH:4][CH2:3][CH:2]([F:17])[F:1])[CH2:11][CH2:10][C:9]=3[CH:12]=2)=[N:20][CH:21]=1. Procedure: In an analogous procedure to Example 651, part c, N*7*-(2,2-Difluoro-ethyl)-6,7,8,9-tetrahydro-5H-benzocycloheptene-2,7-diamine was combined with (2,5-Dichloro-pyrimidin-4-yl)-(2-methoxy-4-morpholin-4-yl-phenyl)-amine to yield 5-Chloro-N*2*-[7-(2,2-difluoro-ethylamino)-6,7,8,9-tetrahydro-5H-benzocyclohepten-2-yl]-N*4*-(2-methoxy-4-morpholin-4-yl-phenyl)-pyrimidine-2,4-diamine (72.79 mg, 63% yield) as a white powder. 1H-NMR (CDCl3) δ 8.24 (d, J=8.81 Hz, 1H), 8.00 (s, 1H), 7.58 (s, 1H), 7.34 (s, 1... Reactants: CSc1ncc(Br)c(=O)n1C, O=C([O-])[O-], Cc1ccc(B(O)O)c(C)c1, CCOC(C)=O, [K+], [K+], C1COCCO1, O, c1ccc(P(c2ccccc2)(c2ccccc2)[Pd](P(c2ccccc2)(c2ccccc2)c2ccccc2)(P(c2ccccc2)(c2ccccc2)c2ccccc2)P(c2ccccc2)(c2ccccc2)c2ccccc2)cc1. The product is CSc1ncc(-c2ccc(C)cc2C)c(=O)n1C. As a reaction SMILES: [Br:1][c:2]1[c:3](=[O:11])[n:4]([CH3:10])[c:5]([S:8][CH3:9])[n:6][cH:7]1.[C:23](=[O:24])([O-:25])[O-:26].[CH3:12][c:13]1[c:14]([B:20]([OH:21])[OH:22])[cH:15][cH:16][c:17]([CH3:19])[cH:18]1.[CH3:36][CH2:37][O:38][C:39](=[O:40])[CH3:41].[K+:27].[K+:28].[O:30]1[CH2:31][CH2:32][O:33][CH2:34][CH2:35]1.[OH2:29].[cH:42]1[cH:43][cH:44][c:45]([P:46]([Pd:47]([P:48]([c:49]2[cH:50][cH:51][cH:52][cH:53][cH:54]2)([c:55]2[cH:56][cH:57][cH:58][cH:59][cH:60]2)[c:61]2[cH:62][cH:63][cH:64][cH:65][cH:66]2)([P:67]([c:68]2[cH:69][cH:70][cH:71][cH:72][cH:73]2)([c:74]2[cH:75][cH:76][cH:77][cH:78][cH:79]2)[c:80]2[cH:81][cH:82][cH:83][cH:84][cH:85]2)[P:86]([c:87]2[cH:88][cH:89][cH:90][cH:91][cH:92]2)([c:93]2[cH:94][cH:95][cH:96][cH:97][cH:98]2)[c:99]2[cH:100][cH:101][cH:102][cH:103][cH:104]2)([c:105]2[cH:106][cH:107][cH:108][cH:109][cH:110]2)[c:111]2[cH:112][cH:113][cH:114][cH:115][cH:116]2)[cH:117][cH:118]1>>[c:2]1(-[c:14]2[c:13]([CH3:12])[cH:18][c:17]([CH3:19])[cH:16][cH:15]2)[c:3](=[O:11])[n:4]([CH3:10])[c:5]([S:8][CH3:9])[n:6][cH:7]1. The reactants are OC1(C2=C(OCC3=C1C=CC=C3)C=CC(=C2)C(=O)OC)C (methyl 11-hydroxy-11-methyl-6,11-dihydrodibenz[b,e]oxepin-2-carboxylate), [OH-].[Na+] (sodium hydroxide). The solvent is C(C)O (ethanol). Reaction conditions: time 1 hour. Yields the product OC1(C2=C(OCC3=C1C=CC=C3)C=CC(=C2)C(=O)O)C (11-Hydroxy-11-methyl-6,11-dihydrodibenz[b,e]oxepin-2-carboxylic Acid). RXN SMILES: [OH:1][C:2]1([CH3:21])[C:8]2[CH:9]=[CH:10][CH:11]=[CH:12][C:7]=2[CH2:6][O:5][C:4]2[CH:13]=[CH:14][C:15]([C:17]([O:19]C)=[O:18])=[CH:16][C:3]1=2.[OH-].[Na+]>C(O)C>[OH:1][C:2]1([CH3:21])[C:8]2[CH:9]=[CH:10][CH:11]=[CH:12][C:7]=2[CH2:6][O:5][C:4]2[CH:13]=[CH:14][C:15]([C:17]([OH:19])=[O:18])=[CH:16][C:3]1=2 |f:1.2|. Reported procedure: Dissolve 450 mg. of methyl 11-hydroxy-11-methyl-6,11-dihydrodibenz[b,e]oxepin-2-carboxylate in 20 ml. of ethanol and add 20 ml. of 5% aqueous sodium hydroxide solution. Stir at room temperature for 1 hour. Evaporate the alcohol and dilute the residual sodium salt solution with 40 ml of water. Cool in an ice bath and acidify with 5N hydrochloric acid. Separate the solids by filtration and dry (yield 250 mg). Recrystallize from benzene to obtain the title product (yield 200 mg., m.p. 258°-258° C.)... Reactants: CC(C)(C)OC(=O)N1CCNCC1, ClC(Cl)Cl, CC(C)(C)C(=O)OCn1c(=O)c2c(nc(Cl)n2-c2ccccc2C=O)n(COC(=O)C(C)(C)C)c1=O. Yields the product CC(C)(C)OC(=O)N1CCN(c2nc3c(c(=O)n(COC(=O)C(C)(C)C)c(=O)n3COC(=O)C(C)(C)C)n2-c2ccccc2C=O)CC1. As a reaction SMILES: [C:37]([CH3:38])([CH3:39])([CH3:40])[O:41][C:42](=[O:43])[N:44]1[CH2:45][CH2:46][NH:47][CH2:48][CH2:49]1.[CH:50]([Cl:51])([Cl:52])[Cl:53].[Cl:1][c:2]1[n:3][c:4]2[n:5]([CH2:29][O:30][C:31]([C:32]([CH3:33])([CH3:34])[CH3:35])=[O:36])[c:6](=[O:28])[n:7]([CH2:20][O:21][C:22]([C:23]([CH3:24])([CH3:25])[CH3:26])=[O:27])[c:8](=[O:19])[c:9]2[n:10]1-[c:11]1[c:12]([CH:17]=[O:18])[cH:13][cH:14][cH:15][cH:16]1>>[c:2]1([N:47]2[CH2:46][CH2:45][N:44]([C:42]([O:41][C:37]([CH3:38])([CH3:39])[CH3:40])=[O:43])[CH2:49][CH2:48]2)[n:3][c:4]2[n:5]([CH2:29][O:30][C:31]([C:32]([CH3:33])([CH3:34])[CH3:35])=[O:36])[c:6](=[O:28])[n:7]([CH2:20][O:21][C:22]([C:23]([CH3:24])([CH3:25])[CH3:26])=[O:27])[c:8](=[O:19])[c:9]2[n:10]1-[c:11]1[c:12]([CH:17]=[O:18])[cH:13][cH:14][cH:15][cH:16]1. Reactants: ClC=1C=C(C=CC1Cl)C1C2=C(C=3C4=C(N=CC3C1)N(N=C4)CC4=CC=C(C=C4)OC)C=CC=C2 (7-(3,4-dichlorophenyl)-3-(4-methoxybenzyl)-6,7-dihydro-3H-benzo[f]pyrazolo[3,4-c]isoquinoline), CCN(C(C)C)C(C)C (Hunig's Base), ClC=1C=C(C=CC1Cl)C1C\C(\C(C2=CC=CC=C12)=O)=C/N(C)C ((E)-4-(3,4-dichlorophenyl)-2-((dimethylamino)methylene)-3,4-dihydronaphthalen-1(2H)-one), Cl.COC1=CC=C(CN2N=CC=C2N)C=C1 (1-(4-methoxybenzyl)-1H-pyrazol-5-amine hydrochloride). Run in C(C)(=O)O (acetic acid). Reaction conditions: temperature 110 celsius. Product: ClC=1C=C(C=CC1Cl)C1C2=C(C=3C4=C(N=CC3C1)NN=C4)C=CC=C2 (7-(3,4-dichlorophenyl)-6,7-dihydro-3H-benzo[f]pyrazolo[3,4-c]isoquinoline). The yield is 53.0%. Reaction SMILES: [Cl:1][C:2]1[CH:3]=[C:4]([CH:9]2[CH2:18][C:17]3[CH:16]=[N:15][C:14]4[N:19](CC5C=CC(OC)=CC=5)[N:20]=[CH:21][C:13]=4[C:12]=3[C:11]3[CH:31]=[CH:32][CH:33]=[CH:34][C:10]2=3)[CH:5]=[CH:6][C:7]=1[Cl:8].ClC1C=C(C2C3C(=CC=CC=3)C(=O)/C(=C/N(C)C)/C2)C=CC=1Cl.Cl.COC1C=CC(CN2C(N)=CC=N2)=CC=1.CCN(C(C)C)C(C)C>C(O)(=O)C>[Cl:1][C:2]1[CH:3]=[C:4]([CH:9]2[CH2:18][C:17]3[CH:16]=[N:15][C:14]4[NH:19][N:20]=[CH:21][C:13]=4[C:12]=3[C:11]3[CH:31]=[CH:32][CH:33]=[CH:34][C:10]2=3)[CH:5]=[CH:6][C:7]=1[Cl:8] |f:2.3|. Reported procedure: Synthesis of 7-(3,4-dichlorophenyl)-3-(4-methoxybenzyl)-6,7-dihydro-3H-benzo[f]pyrazolo[3,4-c]isoquinoline. To the mixture of (E)-4-(3,4-dichlorophenyl)-2-((dimethylamino)methylene)-3,4-dihydronaphthalen-1(2H)-one (0.20 g, 0.58 mmol) and 1-(4-methoxybenzyl)-1H-pyrazol-5-amine hydrochloride (0.14 g, 0.58 mmol) was added glacial acetic acid (5 mL) and Hunig's Base (0.4 mL). The mixture was heated at 110° C. for 1 hour, then transferred to microwave vial and heated at 220° C. for 90 minutes. The re... Starting materials: C(C)(=O)O (Acetic acid), N1(CCCCC1)C(=S)SCC1(S[C@H]2N(C1C(=O)OCC(Cl)(Cl)Cl)C(C2NC(CC2=CC=CC=C2)=O)=O)C (2,2,2-trichloroethyl 2-piperidinothiocarbonylthiomethyl-2-methyl-6-(2-phenylacetamido)penam-3-carboxylate). Reagents/catalysts: [Zn] (zinc), [Zn] (zinc). Run in CN(C=O)C (dimethylformamide). Run at time 40 minute. Product: N1(CCCCC1)C(=S)SCC1(S[C@H]2N(C1C(=O)O)C(C2NC(CC2=CC=CC=C2)=O)=O)C.C(C2=CC=CC=C2)NCCNCC2=CC=CC=C2 (N,N'-dibenzylethylenediamine 2-piperidinothiocarbonylthiomethyl-2-methyl-6-(2-phenylacetamido)penam-3-carboxylate). Reaction SMILES: [C:1](O)(=O)[CH3:2].[N:5]1([C:11]([S:13][CH2:14][C:15]2([CH3:41])[CH:19]([C:20]([O:22]CC(Cl)(Cl)Cl)=[O:21])[N:18]3[C:28](=[O:40])[CH:29]([NH:30][C:31](=[O:39])[CH2:32][C:33]4[CH:38]=[CH:37][CH:36]=[CH:35][CH:34]=4)[C@H:17]3[S:16]2)=[S:12])[CH2:10][CH2:9][CH2:8][CH2:7][CH2:6]1>CN(C)C=O.[Zn]>[N:5]1([C:11]([S:13][CH2:14][C:15]2([CH3:41])[CH:19]([C:20]([OH:22])=[O:21])[N:18]3[C:28](=[O:40])[CH:29]([NH:30][C:31](=[O:39])[CH2:32][C:33]4[CH:34]=[CH:35][CH:36]=[CH:37][CH:38]=4)[C@H:17]3[S:16]2)=[S:12])[CH2:6][CH2:7][CH2:8][CH2:9][CH2:10]1.[CH2:32]([NH:30][CH2:29][CH2:17][NH:18][CH2:19][C:1]1[CH:2]=[CH:9][CH:8]=[CH:7][CH:6]=1)[C:33]1[CH:34]=[CH:35][CH:36]=[CH:37][CH:38]=1 |f:4.5|. Procedure: Acetic acid (1 ml) and zinc powder (0.80 g) were added to a solution of 2,2,2-trichloroethyl 2-piperidinothiocarbonylthiomethyl-2-methyl-6-(2-phenylacetamido)penam-3-carboxylate (0.95 g) in dimethylformamide (5 ml) under ice-cooling and the mixture was stirred for 1 hour and 40 minutes. After the reaction, zinc powder was filtered off and the filtrate was poured into ethyl acetate. The solution was washed with 3% hydrochloric acid and then with water (four times) and dried over magnesium sulfate... The reactants are Cl (hydrochloric acid), Cl (hydrochloric acid), Cl.NC1=C(C(=O)O)C(=CC=C1)C (2-amino-6-methylbenzoic acid hydrochloride), N(=O)[O-].[Na+] (sodium nitrite), diazonium salt, [S-][S-].[Na+].[Na+] (sodium disulfide), diazonium salt, Cl (hydrochloric acid). Solvent: O (water). Conditions: time 2 hour. The product is SC1=C(C(=O)O)C(=CC=C1)C (2-mercapto-6-methylbenzoic acid). The yield is 80.3%. RXN SMILES: Cl.N[C:3]1[CH:11]=[CH:10][CH:9]=[C:8]([CH3:12])[C:4]=1[C:5]([OH:7])=[O:6].Cl.N([O-])=O.[Na+].[S-:18][S-].[Na+].[Na+]>O>[SH:18][C:3]1[CH:11]=[CH:10][CH:9]=[C:8]([CH3:12])[C:4]=1[C:5]([OH:7])=[O:6] |f:0.1,3.4,5.6.7|. Procedure details: 5.0 g of 2-amino-6-methylbenzoic acid hydrochloride was converted to a diazonium salt with concentrated hydrochloric acid and 2.3 g of sodium nitrite. Then, this diazonium salt was gradually dropwise added to a previously prepared sodium disulfide solution (which was prepared from 8.7 g of sodium sulfide nonahydrate, 1.1 g of sulfur, 1.5 g of sodium hydroxide and 15 ml of water) at from 0° to 5° C. After the completion of the dropwise addition, the mixture was stirred at room temperature for 2 h... Reactants: resultant mixture, C1(=CC=CC=C1)S(=O)(=O)CC1=CC=C(C(=C1C(=O)O)NCCNC(=O)OC(C)(C)C)C1=COC=C1 (6-(Benzenesulphonylmethyl)-2-[2-(t-butoxycarbonylamino)ethylamino]-3-(furan-3-yl)benzoic acid), C1(=CC=CC=C1)S(=O)(=O)CC1=CC=C(C(=C1C(=O)O)NCCNC(=O)OC(C)(C)C)C1=COC=C1 (6-(Benzenesulphonylmethyl)-2-[2-(t-butoxycarbonylamino)ethylamino]-3-(furan-3-yl)benzoic acid), FC(C(=O)O)(F)F (trifluoroacetic acid), C(Cl)Cl (DCM). The product is Cl.NCCNC1=C(C(=O)O)C(=CC=C1C1=COC=C1)CS(=O)(=O)C1=CC=CC=C1 (2-(2-aminoethylamino)-6-(benzenesulphonylmethyl)-3-(furan-3-yl)benzoic acid hydrochloride). As a reaction SMILES: [C:1]1([S:7]([CH2:10][C:11]2[C:16]([C:17]([OH:19])=[O:18])=[C:15]([NH:20][CH2:21][CH2:22][NH:23]C(OC(C)(C)C)=O)[C:14]([C:31]3[CH:35]=[CH:34][O:33][CH:32]=3)=[CH:13][CH:12]=2)(=[O:9])=[O:8])[CH:6]=[CH:5][CH:4]=[CH:3][CH:2]=1.FC(F)(F)C(O)=O.C(Cl)[Cl:44]>>[ClH:44].[NH2:23][CH2:22][CH2:21][NH:20][C:15]1[C:14]([C:31]2[CH:35]=[CH:34][O:33][CH:32]=2)=[CH:13][CH:12]=[C:11]([CH2:10][S:7]([C:1]2[CH:6]=[CH:5][CH:4]=[CH:3][CH:2]=2)(=[O:9])=[O:8])[C:16]=1[C:17]([OH:19])=[O:18] |f:3.4|. Reported procedure: 6-(Benzenesulphonylmethyl)-2-[2-(t-butoxycarbonylamino)ethylamino]-3-(furan-3-yl)benzoic acid (Intermediate 121, 0.1 g) was added to a solution of trifluoroacetic acid (3 ml) in DCM (3 ml) and the resultant mixture was stirred for 45 minutes. The mixture was evaporated to dryness and the residue was purified by chromatography on silica, eluting with a mixture of DCM:MeOH:AcOH:water (120:15:3:2). The volume of the product containing fractions was reduced to 5 mL, concentrated HCl (1 ml) was added... The reactants are F[B-](F)(F)F, CC(C)(C)OC(=O)NN, Cc1cc(C(=O)O)cc(C)n1, CCN(C(C)C)C(C)C, CN(C)C=O, CN(C)C(On1nnc2ccccc21)=[N+](C)C. Yields the product Cc1cc(C(=O)NNC(=O)OC(C)(C)C)cc(C)n1. Reaction SMILES: [B-:30]([F:31])([F:32])([F:33])[F:34].[C:12]([CH3:13])([CH3:14])([CH3:15])[O:16][C:17](=[O:18])[NH:19][NH2:20].[CH3:1][c:2]1[cH:3][c:4]([C:5](=[O:6])[OH:7])[cH:8][c:9]([CH3:11])[n:10]1.[CH:21]([N:22]([CH2:23][CH3:24])[CH:25]([CH3:26])[CH3:27])([CH3:28])[CH3:29].[O:52]=[CH:53][N:54]([CH3:55])[CH3:56].[n:35]1([O:36][C:37]([N:38]([CH3:39])[CH3:40])=[N+:41]([CH3:42])[CH3:43])[c:44]2[cH:45][cH:46][cH:47][cH:48][c:49]2[n:50][n:51]1>>[CH3:1][c:2]1[cH:3][c:4]([C:5](=[O:7])[NH:20][NH:19][C:17]([O:16][C:12]([CH3:13])([CH3:14])[CH3:15])=[O:18])[cH:8][c:9]([CH3:11])[n:10]1.